Dataset: the Open Reaction Database (ORD), a public repository of structured organic reaction records. Task: describe an organic reaction: reactants, conditions, products, and yield Starting materials: CC1=CC(=NN1)C1=CC(=C(C=C1)C)[N+](=O)[O-] (5-Methyl-3-(4-methyl-3-nitro-phenyl)-1H-pyrazole). The reagents and catalysts are [Pd] (Palladium). Solvent: C(C)O (ethanol). Conditions: time 5 hour. Product: CC1=C(C=C(C=C1)C=1NN=C(C1)C)N (2-methyl-5-(5-methyl-2H-pyrazol-3-yl)-phenylamine). The yield is 5.9%. Reaction SMILES: [CH3:1][C:2]1[NH:6][N:5]=[C:4]([C:7]2[CH:12]=[CH:11][C:10]([CH3:13])=[C:9]([N+:14]([O-])=O)[CH:8]=2)[CH:3]=1>C(O)C.[Pd]>[CH3:13][C:10]1[CH:11]=[CH:12][C:7]([C:4]2[NH:5][N:6]=[C:2]([CH3:1])[CH:3]=2)=[CH:8][C:9]=1[NH2:14]. Procedure details: 5-Methyl-3-(4-methyl-3-nitro-phenyl)-1H-pyrazole (8.2 g) was dissolved in ethanol and Palladium (10%) on activated carbon was added. The mixture was subject to barometric hydrogenation under balloon pressure for five hours at room temperature. The mixture was filtered and the filtrate was concentrated under reduced pressure to give 414 mg of crude 2-methyl-5-(5-methyl-2H-pyrazol-3-yl)-phenylamine as a white solid, which was used directly without further purification. Starting materials: B, Cl, [Na+], N#Cc1cc(-c2ccccc2)c(=O)n2c1-c1sccc1CC2, C1CCOC1, C1CCOC1, [OH-]. The product is Cl, NCc1cc(-c2ccccc2)c(=O)n2c1-c1sccc1CC2. RXN SMILES: [BH3:23].[ClH:29].[Na+:31].[O:1]=[c:2]1[n:3]2[c:8]([c:9]([C:18]#[N:19])[cH:10][c:11]1-[c:12]1[cH:13][cH:14][cH:15][cH:16][cH:17]1)-[c:7]1[c:6]([cH:22][cH:21][s:20]1)[CH2:5][CH2:4]2.[O:24]1[CH2:25][CH2:26][CH2:27][CH2:28]1.[O:32]1[CH2:33][CH2:34][CH2:35][CH2:36]1.[OH-:30]>>[ClH:29].[O:1]=[c:2]1[n:3]2[c:8]([c:9]([CH2:18][NH2:19])[cH:10][c:11]1-[c:12]1[cH:13][cH:14][cH:15][cH:16][cH:17]1)-[c:7]1[c:6]([cH:22][cH:21][s:20]1)[CH2:5][CH2:4]2. Reactants: C(C)(=O)NC=1C=CC(=C(OC[C@@H]2N(CCC2)C(=O)OC(C)(C)C)C1)C(F)(F)F ((R)-2-(5-acetylamino-2-trifluoromethyl-phenoxymethyl)-1-(tert-butoxycarbonyl)pyrrolidine), C(=O)(C(F)(F)F)O (TFA), C(=O)(O)[O-].[Na+] (NaHCO3). Solvent: C(Cl)Cl (CH2Cl2), [OH-].[Na+] (NaOH), C(Cl)Cl (CH2Cl2). Run at time 50 minute. The product is N1[C@H](CCC1)COC=1C=C(C=CC1C(F)(F)F)NC(C)=O ((R)-N-[3-(Pyrrolidin-2-ylmethoxy)-4-trifluoromethyl-phenyl]-acetamide). RXN SMILES: [C:1]([NH:4][C:5]1[CH:6]=[CH:7][C:8]([C:25]([F:28])([F:27])[F:26])=[C:9]([CH:24]=1)[O:10][CH2:11][C@H:12]1[CH2:16][CH2:15][CH2:14][N:13]1C(OC(C)(C)C)=O)(=[O:3])[CH3:2].C(O)(C(F)(F)F)=O.C([O-])(O)=O.[Na+]>C(Cl)Cl.[OH-].[Na+]>[NH:13]1[CH2:14][CH2:15][CH2:16][C@@H:12]1[CH2:11][O:10][C:9]1[CH:24]=[C:5]([NH:4][C:1](=[O:3])[CH3:2])[CH:6]=[CH:7][C:8]=1[C:25]([F:28])([F:27])[F:26] |f:2.3,5.6|. Procedure: To a solution of (R)-2-(5-acetylamino-2-trifluoromethyl-phenoxymethyl)-1-(tert-butoxycarbonyl)pyrrolidine (1.34 g, 3.33 mol) in 10 mL CH2Cl2 at RT was added 5 mL TFA. The reaction was stirred for 50 min, neutralized with saturated aqueous NaHCO3, and diluted with CH2Cl2 and 2N NaOH. The layers were separated, and the organic layer was brine-washed. The aqueous layers were back-extracted 4 times with CH2Cl2. The combined organic layers were dried over Na2SO4, filtered, and concentrated in vacuo t... The reactants are COC(=O)C=1C=CC2=C(C=3SC(=CC3CCO2)C2=NN=CN2C2=C(C=C(C=C2)F)F)C1 (2-[4-(2,4-difluoro-phenyl)-4H-[1,2,4]triazol-3-yl]-4,5-dihydro-6-oxa-1-thia-benzo[e]azulene-9-carboxylic acid methyl ester), [OH-].[Na+] (sodium hydroxide), Cl (hydrochloric acid). The solvent is C1CCOC1 (THF), C(C)O (ethanol). Conditions: time 16 hour. The product is FC1=C(C=CC(=C1)F)N1C(=NN=C1)C1=CC=2CCOC3=C(C2S1)C=C(C=C3)C(=O)O (2-[4-(2,4-difluoro-phenyl)-4H-[1,2,4]triazol-3-yl]-4,5-dihydro-6-oxa-1-thia-benzo[e]azulene-9-carboxylic acid). As a reaction SMILES: C[O:2][C:3]([C:5]1[CH:6]=[CH:7][C:8]2[O:17][CH2:16][CH2:15][C:14]3[CH:13]=[C:12]([C:18]4[N:22]([C:23]5[CH:28]=[CH:27][C:26]([F:29])=[CH:25][C:24]=5[F:30])[CH:21]=[N:20][N:19]=4)[S:11][C:10]=3[C:9]=2[CH:31]=1)=[O:4].[OH-].[Na+].Cl>C1COCC1.C(O)C>[F:30][C:24]1[CH:25]=[C:26]([F:29])[CH:27]=[CH:28][C:23]=1[N:22]1[CH:21]=[N:20][N:19]=[C:18]1[C:12]1[S:11][C:10]2[C:9]3[CH:31]=[C:5]([C:3]([OH:4])=[O:2])[CH:6]=[CH:7][C:8]=3[O:17][CH2:16][CH2:15][C:14]=2[CH:13]=1 |f:1.2|. Procedure: To a solution of 2-[4-(2,4-difluoro-phenyl)-4H-[1,2,4]triazol-3-yl]-4,5-dihydro-6-oxa-1-thia-benzo[e]azulene-9-carboxylic acid methyl ester (210 mg) in THF (4 mL) and ethanol (2 mL) was added sodium hydroxide solution (38 mg in 2 mL of water) and the reaction stirred at room temperature for 16 h. The reaction was then acidified with 2 M hydrochloric acid and the resulting solid was filtered and air-dried to give 2-[4-(2,4-difluoro-phenyl)-4H-[1,2,4]triazol-3-yl]-4,5-dihydro-6-oxa-1-thia-benzo[e]... Reactants: BrC1=C(CCC1)N1C2=C(C=3C=C(C=CC13)C)CN(CC2)C (5-(2-bromocyclopent-1-enyl)-2,8-dimethyl-2,3,4,5-tetrahydro-1H-pyrido[4,3-b]indole), CC1=C(SC=C1)B1OC(C)(C)C(C)(C)O1 (3-methylthiophene-2-boronic acid pinacol ester), C([O-])([O-])=O.[K+].[K+] (potassium carbonate). Reagents/catalysts: C=1C=CC(=CC1)[P](C=2C=CC=CC2)(C=3C=CC=CC3)[Pd]([P](C=4C=CC=CC4)(C=5C=CC=CC5)C=6C=CC=CC6)([P](C=7C=CC=CC7)(C=8C=CC=CC8)C=9C=CC=CC9)[P](C=1C=CC=CC1)(C=1C=CC=CC1)C=1C=CC=CC1 (Pd(PPh3)4). Solvent: O (water), COCCOC (1,2-dimethoxyethane), O (water). Run at temperature 90 celsius, time 45 minute. Yields the product CN1CC2=C(N(C=3C=CC(=CC23)C)C2=C(CCC2)C=2SC=CC2C)CC1 (2,8-dimethyl-5-(2-(3-methylthiophen-2-yl)cyclopent-1-enyl)-2,3,4,5-tetrahydro-1H-pyrido[4,3-b]indole). Reaction SMILES: Br[C:2]1[CH2:6][CH2:5][CH2:4][C:3]=1[N:7]1[C:15]2[CH:14]=[CH:13][C:12]([CH3:16])=[CH:11][C:10]=2[C:9]2[CH2:17][N:18]([CH3:21])[CH2:19][CH2:20][C:8]1=2.[CH3:22][C:23]1[CH:27]=[CH:26][S:25][C:24]=1B1OC(C)(C)C(C)(C)O1.C(=O)([O-])[O-].[K+].[K+]>COCCOC.O.C1C=CC([P]([Pd]([P](C2C=CC=CC=2)(C2C=CC=CC=2)C2C=CC=CC=2)([P](C2C=CC=CC=2)(C2C=CC=CC=2)C2C=CC=CC=2)[P](C2C=CC=CC=2)(C2C=CC=CC=2)C2C=CC=CC=2)(C2C=CC=CC=2)C2C=CC=CC=2)=CC=1>[CH3:21][N:18]1[CH2:19][CH2:20][C:8]2[N:7]([C:3]3[CH2:4][CH2:5][CH2:6][C:2]=3[C:24]3[S:25][CH:26]=[CH:27][C:23]=3[CH3:22])[C:15]3[CH:14]=[CH:13][C:12]([CH3:16])=[CH:11][C:10]=3[C:9]=2[CH2:17]1 |f:2.3.4,^1:53,55,74,93|. Reported procedure: To a degassed stirred solution of 5-(2-bromocyclopent-1-enyl)-2,8-dimethyl-2,3,4,5-tetrahydro-1H-pyrido[4,3-b]indole (100 mg, 0.29 mmol), 3-methylthiophene-2-boronic acid pinacol ester (129 mg, 0.575 mmol) and potassium carbonate (120 mg, 0.87 mmol) in 1,2-dimethoxyethane (4 mL)-water (2 mL) was added Pd(PPh3)4 (16 mg, 0.0147 mmol). The reaction mixture was stirred at 90° C. for 45 min. The solvent was under reduced pressure, residue diluted with water (20 mL) and extracted with EtOAc (50 mL). T... Reactants: COc1cc(N2CCNCC2)ccc1[N+](=O)[O-], C=CS(C)(=O)=O, C1COCCO1. Yields the product COc1cc(N2CCN(CCS(C)(=O)=O)CC2)ccc1[N+](=O)[O-]. RXN SMILES: [CH3:1][O:2][c:3]1[cH:4][c:5]([N:12]2[CH2:13][CH2:14][NH:15][CH2:16][CH2:17]2)[cH:6][cH:7][c:8]1[N+:9](=[O:10])[O-:11].[CH:18](=[CH2:19])[S:20](=[O:21])(=[O:22])[CH3:23].[O:24]1[CH2:25][CH2:26][O:27][CH2:28][CH2:29]1>>[CH3:1][O:2][c:3]1[cH:4][c:5]([N:12]2[CH2:13][CH2:14][N:15]([CH2:19][CH2:18][S:20](=[O:21])(=[O:22])[CH3:23])[CH2:16][CH2:17]2)[cH:6][cH:7][c:8]1[N+:9](=[O:10])[O-:11]. The reactants are [BH4-], C1CCOC1, CO, COC(=O)c1ccnc2[nH]cc(C=O)c12, CC(C)(C)OC(=O)N1CCC(N)CC1, [Na+]. The product is COC(=O)c1ccnc2[nH]cc(CNC3CCN(C(=O)OC(C)(C)C)CC3)c12. Reaction SMILES: [BH4-:35].[CH2:30]1[O:31][CH2:32][CH2:33][CH2:34]1.[CH3:37][OH:38].[CH:1](=[O:2])[c:3]1[cH:4][nH:5][c:6]2[n:7][cH:8][cH:9][c:10]([C:12](=[O:13])[O:14][CH3:15])[c:11]12.[NH2:16][CH:17]1[CH2:18][CH2:19][N:20]([C:23](=[O:24])[O:25][C:26]([CH3:27])([CH3:28])[CH3:29])[CH2:21][CH2:22]1.[Na+:36]>>[CH2:1]([c:3]1[cH:4][nH:5][c:6]2[n:7][cH:8][cH:9][c:10]([C:12](=[O:13])[O:14][CH3:15])[c:11]12)[NH:16][CH:17]1[CH2:18][CH2:19][N:20]([C:23](=[O:24])[O:25][C:26]([CH3:27])([CH3:28])[CH3:29])[CH2:21][CH2:22]1.